This data is from the Open Reaction Database (ORD), a public repository of structured organic reaction records. The task is: describe an organic reaction: reactants, conditions, products, and yield Reaction SMILES: [CH2:1]([c:2]1[cH:3][cH:4][cH:5][cH:6][cH:7]1)[SH:8].[CH2:20]1[O:21][CH2:22][CH2:23][CH2:24]1.[CH2:25]([Cl:26])[Cl:27].[H-:10].[NH2:11][c:12]1[n:13][c:14]([Cl:19])[cH:15][c:16]([Cl:18])[n:17]1.[Na+:9]>>[CH2:1]([c:2]1[cH:3][cH:4][cH:5][cH:6][cH:7]1)[S:8][c:16]1[cH:15][c:14]([Cl:19])[n:13][c:12]([NH2:11])[n:17]1. The reactants are SCc1ccccc1, C1CCOC1, ClCCl, [H-], Nc1nc(Cl)cc(Cl)n1, [Na+]. The product is Nc1nc(Cl)cc(SCc2ccccc2)n1.